From a dataset of the Open Reaction Database (ORD), a public repository of structured organic reaction records. describe an organic reaction: reactants, conditions, products, and yield Starting materials: NC1CN(CC1OCC(F)(F)F)C(=O)OC(C)(C)C (3-amino-1-t-butoxycarbonyl-4-(2,2,2-trifluoroethoxy)pyrrolidine), C(C)O (ethanol), Cl (hydrochloric acid). The solvent is O (water). Run at time 8 hour. The product is Cl.Cl.NC1CNCC1OCC(F)(F)F (3-amino-4-(2,2,2-trifluoroethoxy)pyrrolidine dihydrochloride). Reaction SMILES: [NH2:1][CH:2]1[CH:6]([O:7][CH2:8][C:9]([F:12])([F:11])[F:10])[CH2:5][N:4](C(OC(C)(C)C)=O)[CH2:3]1.C(O)C.[ClH:23]>O>[ClH:23].[ClH:23].[NH2:1][CH:2]1[CH:6]([O:7][CH2:8][C:9]([F:12])([F:10])[F:11])[CH2:5][NH:4][CH2:3]1 |f:4.5.6|. Reported procedure: A mixture of 1.61 g (0.006 mole) of 3-amino-1-t-butoxycarbonyl-4-(2,2,2-trifluoroethoxy)pyrrolidine [prepared as described in step (b) above], 30 ml of ethanol, 2 ml of concentrated aqueous hydrochloric acid and 4 ml of water was allowed to stand overnight at room temperature after which it was evaporated to dryness under reduced pressure, to afford 1.60 g of 3-amino-4-(2,2,2-trifluoroethoxy)pyrrolidine dihydrochloride as colorless crystals. Reactants: ClC=1C=CC2=C(C(CCCN2C(C2=C(C=C(C=C2)N(C(C(F)(F)F)=O)CCOC2=C(C=CC=C2)C)OC)=O)CC(=O)N2CCN(CC2)C)C1 (7-chloro-5-[(4-methyl-1-piperazinyl)carbonylmethyl]-1-[2-methoxy-4-{N-[2-(2-methylphenoxy)ethyl]-N-trifluoroacetylamino}benzoyl]-2,3,4,5-tetrahydro-1H-benzazepine), C([O-])([O-])=O.[K+].[K+] (potassium carbonate). Run in CO (methanol), O (water). Reaction conditions: time 12 hour. The product is ClC=1C=CC2=C(C(CCCN2C(C2=C(C=C(C=C2)NCCOC2=C(C=CC=C2)C)OC)=O)CC(=O)N2CCN(CC2)C)C1 (7-chloro-5-[(4-methyl-1-piperazinyl)carbonylmethyl]-1-{2-methoxy-4-[2-(2-methylphenoxy)ethylamino]benzoyl}-2,3,4,5-tetrahydro-1H-benzazepine). Isolated yield 30.9%. As a reaction SMILES: [Cl:1][C:2]1[CH:3]=[CH:4][C:5]2[N:11]([C:12](=[O:38])[C:13]3[CH:18]=[CH:17][C:16]([N:19]([CH2:26][CH2:27][O:28][C:29]4[CH:34]=[CH:33][CH:32]=[CH:31][C:30]=4[CH3:35])C(=O)C(F)(F)F)=[CH:15][C:14]=3[O:36][CH3:37])[CH2:10][CH2:9][CH2:8][CH:7]([CH2:39][C:40]([N:42]3[CH2:47][CH2:46][N:45]([CH3:48])[CH2:44][CH2:43]3)=[O:41])[C:6]=2[CH:49]=1.C(=O)([O-])[O-].[K+].[K+]>CO.O>[Cl:1][C:2]1[CH:3]=[CH:4][C:5]2[N:11]([C:12](=[O:38])[C:13]3[CH:18]=[CH:17][C:16]([NH:19][CH2:26][CH2:27][O:28][C:29]4[CH:34]=[CH:33][CH:32]=[CH:31][C:30]=4[CH3:35])=[CH:15][C:14]=3[O:36][CH3:37])[CH2:10][CH2:9][CH2:8][CH:7]([CH2:39][C:40]([N:42]3[CH2:47][CH2:46][N:45]([CH3:48])[CH2:44][CH2:43]3)=[O:41])[C:6]=2[CH:49]=1 |f:1.2.3|. Procedure details: To a solution of 7-chloro-5-[(4-methyl-1-piperazinyl)carbonylmethyl]-1-[2-methoxy-4-{N-[2-(2-methylphenoxy)ethyl]-N-trifluoroacetylamino}benzoyl]-2,3,4,5-tetrahydro-1H-benzazepine (0.45 g) in methanol (20 ml) is added a solution of potassium carbonate (0.11 g) in water (5 ml), and the mixture is stirred at room temperature for 12 hours. The mixture is evaporated to remove the solvent, and thereto is added water. The mixture is extracted with ethyl acetate, and the extract is dried, evaporated to... The reactants are ClC1=CC=C(C(C2=CC=C(C=C2)Cl)O)C=C1 (4,4'-dichlorobenzhydrol), C(C)(C)NS(=O)(=O)C=1NC2=CC=CC=C2C1 (N-isopropylindole-2-sulfonamide). The product is C(C)(C)NS(=O)(=O)C=1NC2=CC=CC=C2C1C(C1=CC=C(C=C1)Cl)C1=CC=C(C=C1)Cl (N-Isopropyl-3-[bis(4-chlorophenyl)methyl]indole-2-sulfonamide). Isolated yield 83.0%. Reaction SMILES: [Cl:1][C:2]1[CH:16]=[CH:15][C:5]([CH:6](O)[C:7]2[CH:12]=[CH:11][C:10]([Cl:13])=[CH:9][CH:8]=2)=[CH:4][CH:3]=1.[CH:17]([NH:20][S:21]([C:24]1[NH:25][C:26]2[C:31]([CH:32]=1)=[CH:30][CH:29]=[CH:28][CH:27]=2)(=[O:23])=[O:22])([CH3:19])[CH3:18]>>[CH:17]([NH:20][S:21]([C:24]1[NH:25][C:26]2[C:31]([C:32]=1[CH:6]([C:7]1[CH:12]=[CH:11][C:10]([Cl:13])=[CH:9][CH:8]=1)[C:5]1[CH:15]=[CH:16][C:2]([Cl:1])=[CH:3][CH:4]=1)=[CH:30][CH:29]=[CH:28][CH:27]=2)(=[O:23])=[O:22])([CH3:19])[CH3:18]. Procedure details: Substantially the same procedure as in Example 266 was repeated using 4,4'-dichlorobenzhydrol (1.14 g, 4.50 mmol) and N-isopropylindole-2-sulfonamide (1.00 g, 4.46 mmol) to give 1.76 g (yield: 83%-) of the title compound.